From a dataset of the Open Reaction Database (ORD), a public repository of structured organic reaction records. describe an organic reaction: reactants, conditions, products, and yield Reactants: CC(C(=O)OC)(CO)CC (methyl 2-methyl-2-ethyl-3-hydroxypropionate), S(=O)(Cl)Cl (thionyl chloride), S(=O)(Cl)Cl (thionyl chloride), N1=CC=CC=C1 (pyridine). Reaction conditions: temperature 50 celsius, time 30 minute. The product is CC(C(=O)OC)(CCl)CC (methyl 2-methyl-2-ethyl-3-chloropropionate). Yield: 93.2%. As a reaction SMILES: [CH3:1][C:2]([CH2:9][CH3:10])([CH2:7]O)[C:3]([O:5][CH3:6])=[O:4].S(Cl)([Cl:13])=O.N1C=CC=CC=1>>[CH3:1][C:2]([CH2:9][CH3:10])([CH2:7][Cl:13])[C:3]([O:5][CH3:6])=[O:4]. Procedure details: The methyl 2-methyl-2-ethyl-3-hydroxypropionate was added at below 20° C. to 178.6 g (1.5 mol) of thionyl chloride, and the mixture was stirred at 50° C. for a further 30 min. Excess thionyl chloride was then distilled off at 100 mbar, 0.5 g (0.006 mol) of pyridine was added to the residue, and the mixture was heated at from 130° to 135° C. for 45 min. Fractional distillation gave 114.4 g of methyl 2-methyl-2-ethyl-3-chloropropionate having a boiling point of 101°-104° C./8 mbar, corresponding t... The reactants are [Br-], [Br-], [Br-], NC(=O)c1cc2cccc([N+](=O)[O-])c2[nH]1, O, c1ccncc1, c1cc[nH+]cc1, c1cc[nH+]cc1, c1cc[nH+]cc1. Yields the product NC(=O)c1[nH]c2c([N+](=O)[O-])cccc2c1Br. RXN SMILES: [Br-:16].[Br-:17].[Br-:18].[N+:1](=[O:2])([O-:3])[c:4]1[cH:5][cH:6][cH:7][c:8]2[cH:9][c:10]([C:13](=[O:14])[NH2:15])[nH:11][c:12]12.[OH2:37].[cH:38]1[cH:39][cH:40][n:41][cH:42][cH:43]1.[nH+:19]1[cH:20][cH:21][cH:22][cH:23][cH:24]1.[nH+:25]1[cH:26][cH:27][cH:28][cH:29][cH:30]1.[nH+:31]1[cH:32][cH:33][cH:34][cH:35][cH:36]1>>[N+:1](=[O:2])([O-:3])[c:4]1[cH:5][cH:6][cH:7][c:8]2[c:9]([Br:16])[c:10]([C:13](=[O:14])[NH2:15])[nH:11][c:12]12. Reactants: C1(CC1)C(=O)C=1C=NC2=CC=C(C=C2C1NC1CCC(CC1)(C)N(CC=C)CC=C)C1=CC(=C(C(=C1)Cl)O)Cl (cyclopropyl{4-[4-(diallylamino)-4-methylcyclohexylamino]-6-(3,5-dichloro-4-hydroxyphenyl)quinolin-3-yl}methanone), acid. Reagents/catalysts: C=1C=CC(=CC1)[P](C=2C=CC=CC2)(C=3C=CC=CC3)[Pd]([P](C=4C=CC=CC4)(C=5C=CC=CC5)C=6C=CC=CC6)([P](C=7C=CC=CC7)(C=8C=CC=CC8)C=9C=CC=CC9)[P](C=1C=CC=CC1)(C=1C=CC=CC1)C=1C=CC=CC1 (Pd(PPh3)4). The solvent is O1CCOCC1 (dioxane). Conditions: temperature 80 celsius. Product: NC1(CCC(CC1)NC1=C(C=NC2=CC=C(C=C12)C1=CC(=C(C(=C1)Cl)O)Cl)C(=O)C1CC1)C ([4-(4-Amino-4-methylcyclohexylamino)-6-(3,5-dichloro-4-hydroxyphenyl)quinolin-3-yl](cyclopropyl)methanone), base. Yield: 25.0%. RXN SMILES: [CH:1]1([C:4]([C:6]2[CH:7]=[N:8][C:9]3[C:14]([C:15]=2[NH:16][CH:17]2[CH2:22][CH2:21][C:20]([N:24](CC=C)CC=C)([CH3:23])[CH2:19][CH2:18]2)=[CH:13][C:12]([C:31]2[CH:36]=[C:35]([Cl:37])[C:34]([OH:38])=[C:33]([Cl:39])[CH:32]=2)=[CH:11][CH:10]=3)=[O:5])[CH2:3][CH2:2]1>O1CCOCC1.C1C=CC([P]([Pd]([P](C2C=CC=CC=2)(C2C=CC=CC=2)C2C=CC=CC=2)([P](C2C=CC=CC=2)(C2C=CC=CC=2)C2C=CC=CC=2)[P](C2C=CC=CC=2)(C2C=CC=CC=2)C2C=CC=CC=2)(C2C=CC=CC=2)C2C=CC=CC=2)=CC=1>[NH2:24][C:20]1([CH3:23])[CH2:19][CH2:18][CH:17]([NH:16][C:15]2[C:14]3[C:9](=[CH:10][CH:11]=[C:12]([C:31]4[CH:36]=[C:35]([Cl:37])[C:34]([OH:38])=[C:33]([Cl:39])[CH:32]=4)[CH:13]=3)[N:8]=[CH:7][C:6]=2[C:4]([CH:1]2[CH2:2][CH2:3]2)=[O:5])[CH2:22][CH2:21]1 |^1:49,51,70,89|. Procedure: To a solution of cyclopropyl{4-[4-(diallylamino)-4-methylcyclohexylamino]-6-(3,5-dichloro-4-hydroxyphenyl)quinolin-3-yl}methanone (23 mg, 0.041 mmol) in dioxane (3 mL) was added Pd(PPh3)4 (5 mg, 0.004 mmol) and N,N-dimethylbartituric acid (32 mg, 0.205 mmol). The resultant mixture purged with N2 and heated to 80° C. for 16 h. The solution was allowed to cool to rt, diluted with ethyl acetate, filtered and concentrated. The resultant residue was purified by preparative HPLC (C18 silica, 10-90% ac... The reactants are ClC1=NC=CC=C1C1=NC=NC=C1 (4-(2-chloro-pyridin-3-yl)-pyrimidine), C(C)(C)(C)OC(NC1=CC(=C(C=C1)C)N)=O ((3-amino-4-methyl-phenyl)-carbamic acid tert-butyl ester), C(=O)([O-])[O-].[K+].[K+] (K2CO3), C=1C=CC(=CC1)P(C=2C=CC=CC2)C3=CC=C4C=CC=CC4=C3C5=C6C=CC=CC6=CC=C5P(C=7C=CC=CC7)C=8C=CC=CC8 (rac-BINAP). Reagents/catalysts: CC(=O)[O-].CC(=O)[O-].[Pd+2] (Pd(OAc)2). Solvent: C1(=CC=CC=C1)C (toluene), C1(=CC=CC=C1)C (toluene). Reaction conditions: temperature 130 celsius. The product is CC1=C(C=C(C=C1)N)NC1=NC=CC=C1C1=NC=NC=C1 (4-Methyl-N3-(3-pyrimidin-4-yl-pyridin-2-yl)-benzene-1,3-diamine), C(C)(C)(C)OC(NC1=CC(=C(C=C1)C)NC1=NC=CC=C1C1=NC=NC=C1)=O ([4-methyl-3-(3-pyrimidin-4-yl-pyridin-2-ylamino)-phenyl]-carbamic acid tert-butyl ester). As a reaction SMILES: C1C=CC(P(C2C(C3C(P(C4C=CC=CC=4)C4C=CC=CC=4)=CC=C4C=3C=CC=C4)=C3C(C=CC=C3)=CC=2)C2C=CC=CC=2)=CC=1.Cl[C:48]1[C:53]([C:54]2[CH:59]=[CH:58][N:57]=[CH:56][N:55]=2)=[CH:52][CH:51]=[CH:50][N:49]=1.[C:60]([O:64][C:65](=[O:75])[NH:66][C:67]1[CH:72]=[CH:71][C:70]([CH3:73])=[C:69]([NH2:74])[CH:68]=1)([CH3:63])([CH3:62])[CH3:61].C([O-])([O-])=O.[K+].[K+]>C1(C)C=CC=CC=1.CC([O-])=O.CC([O-])=O.[Pd+2]>[CH3:73][C:70]1[CH:71]=[CH:72][C:67]([NH2:66])=[CH:68][C:69]=1[NH:74][C:48]1[C:53]([C:54]2[CH:59]=[CH:58][N:57]=[CH:56][N:55]=2)=[CH:52][CH:51]=[CH:50][N:49]=1.[C:60]([O:64][C:65](=[O:75])[NH:66][C:67]1[CH:72]=[CH:71][C:70]([CH3:73])=[C:69]([NH:74][C:48]2[C:53]([C:54]3[CH:59]=[CH:58][N:57]=[CH:56][N:55]=3)=[CH:52][CH:51]=[CH:50][N:49]=2)[CH:68]=1)([CH3:63])([CH3:61])[CH3:62] |f:3.4.5,7.8.9|. Procedure details: The title compound was prepared according to the procedure described in Tetrahedron 2001, 51, 7027-7034. Pd(OAc)2 (47 mg, 0.21 mmol), and rac-BINAP (131 mg, 0.21 mmol) were stirred in toluene (12 mL) at RT for 12 minutes. This mixture was added to 4-(2-chloro-pyridin-3-yl)-pyrimidine (1.01 g, 5.24 mmol), (3-amino-4-methyl-phenyl)-carbamic acid tert-butyl ester (1.63 g, 7.34 mmol), and K2CO3 (14.5 g, 105 mmol) in toluene (40 mL). The mixture was heated overnight at 130° C. in a sealed tube. The c...